This data is from the Open Reaction Database (ORD), a public repository of structured organic reaction records. The task is: describe an organic reaction: reactants, conditions, products, and yield Reactants: COC1=C(C=CC(=C1)OC)C(=O)N1CC2CNCC2C1 ((2,4-Dimethoxy-phenyl)-(hexahydro-pyrrolo[3,4-c]pyrrol-2-yl)-methanone), ClC1=NC=CC(=N1)OC (2-chloro-4-methoxypyrimidine). Product: COC1=C(C=CC(=C1)OC)C(=O)N1CC2CN(CC2C1)C1=NC=CC(=N1)OC ((2,4-Dimethoxy-phenyl)-[5-(4-methoxy-pyrimidin-2-yl)-hexahydro-pyrrolo[3,4-c]pyrrol-2-yl]-methanone). RXN SMILES: [CH3:1][O:2][C:3]1[CH:8]=[C:7]([O:9][CH3:10])[CH:6]=[CH:5][C:4]=1[C:11]([N:13]1[CH2:20][CH:19]2[CH:15]([CH2:16][NH:17][CH2:18]2)[CH2:14]1)=[O:12].Cl[C:22]1[N:27]=[C:26]([O:28][CH3:29])[CH:25]=[CH:24][N:23]=1>>[CH3:1][O:2][C:3]1[CH:8]=[C:7]([O:9][CH3:10])[CH:6]=[CH:5][C:4]=1[C:11]([N:13]1[CH2:20][CH:19]2[CH:15]([CH2:16][N:17]([C:22]3[N:27]=[C:26]([O:28][CH3:29])[CH:25]=[CH:24][N:23]=3)[CH2:18]2)[CH2:14]1)=[O:12]. Reported procedure: The title compound was prepared in a manner analogous to Example 15 utilizing Intermediate 38 and 2-chloro-4-methoxypyrimidine. MS (ESI): mass calculated for C20H24N4O4, 384.43; m/z found 385.2 [M+H]+. Starting materials: C1(CCC1)N1CCN(CC1)C=1C(=CC2=C(C(C=3NC4=CC(=CC=C4C3C2=O)C#N)(C)C)C1)CC (8-(4-Cyclobutyl-piperazin-1-yl)-9-ethyl-6,6-dimethyl-11-oxo-6,11-dihydro-5H-benzo[b]carbazole-3-carbonitrile), CN(C)C=O (DMF), aqueous solution, CS(=O)(=O)O (methane sulfonic acid). Run in C(C)#N (acetonitrile). The product is CS(=O)(=O)O.C1(CCC1)N1CCN(CC1)C=1C(=CC2=C(C(C=3NC4=CC(=CC=C4C3C2=O)C#N)(C)C)C1)CC (8-(4-cyclobutyl-piperazin-1-yl)-9-ethyl-6,6-dimethyl-11-oxo-6,11-dihydro-5H-benzo[b]carbazole-3-carbonitrile monomethane sulfonic acid salt). Reaction SMILES: [CH:1]1([N:5]2[CH2:10][CH2:9][N:8]([C:11]3[C:12]([CH2:33][CH3:34])=[CH:13][C:14]4[C:26](=[O:27])[C:25]5[C:24]6[C:19](=[CH:20][C:21]([C:28]#[N:29])=[CH:22][CH:23]=6)[NH:18][C:17]=5[C:16]([CH3:31])([CH3:30])[C:15]=4[CH:32]=3)[CH2:7][CH2:6]2)[CH2:4][CH2:3][CH2:2]1.CN(C=O)C.[CH3:40][S:41]([OH:44])(=[O:43])=[O:42]>C(#N)C>[CH3:40][S:41]([OH:44])(=[O:43])=[O:42].[CH:1]1([N:5]2[CH2:10][CH2:9][N:8]([C:11]3[C:12]([CH2:33][CH3:34])=[CH:13][C:14]4[C:26](=[O:27])[C:25]5[C:24]6[C:19](=[CH:20][C:21]([C:28]#[N:29])=[CH:22][CH:23]=6)[NH:18][C:17]=5[C:16]([CH3:30])([CH3:31])[C:15]=4[CH:32]=3)[CH2:7][CH2:6]2)[CH2:4][CH2:3][CH2:2]1 |f:4.5|. Procedure: 8-(4-Cyclobutyl-piperazin-1-yl)-9-ethyl-6,6-dimethyl-11-oxo-6,11-dihydro-5H-benzo[b]carbazole-3-carbonitrile was dissolved at room temperature and added with 6 v/w of DMF and added dropwise with 1.05 eq. of an aqueous solution of methane sulfonic acid (2 M). The resulting solution was added dropwise to 60 v/w of acetonitrile. The precipitated solid was filtered and dried to give 8-(4-cyclobutyl-piperazin-1-yl)-9-ethyl-6,6-dimethyl-11-oxo-6,11-dihydro-5H-benzo[b]carbazole-3-carbonitrile monometha... Starting materials: C1COCCO1, COc1ccccc1-c1ncn(C)c1CO, O=[Mn]=O. Yields the product COc1ccccc1-c1ncn(C)c1C=O. RXN SMILES: [CH2:17]1[O:18][CH2:19][CH2:20][O:21][CH2:22]1.[CH3:1][O:2][c:3]1[c:4](-[c:9]2[n:10][cH:11][n:12]([CH3:16])[c:13]2[CH2:14][OH:15])[cH:5][cH:6][cH:7][cH:8]1.[O:23]=[Mn:24]=[O:25]>>[CH3:1][O:2][c:3]1[c:4](-[c:9]2[n:10][cH:11][n:12]([CH3:16])[c:13]2[CH:14]=[O:15])[cH:5][cH:6][cH:7][cH:8]1.